Dataset: the Open Reaction Database (ORD), a public repository of structured organic reaction records. Task: describe an organic reaction: reactants, conditions, products, and yield Starting materials: C(C)OC1=CC=C(C=C1)C1CCNCC1 (4-(4-Ethoxy-phenyl)-piperidine), BrC1=CC=C(C=C1)C(C(=O)NCC)C (2-(4-bromo-phenyl)-N-ethyl-propionamide), sodium tert-butyrat, C(C)(C)(C)P(C1=C(C=CC=C1)C1=CC=CC=C1)C(C)(C)C (2-(di-tert-butylphosphino)biphenyl), tris-(dibenzylidenaceton) dipalladium(0). Run in O1CCOCC1 (1,4-dioxane). Reaction conditions: temperature 45 celsius, time 12 hour. Product: C(C)OC1=CC=C(C=C1)C1CCN(CC1)C1=CC=C(C=C1)C(C(=O)NCC)C (2-{4-[4-(4-Ethoxy-phenyl)-piperidin-1-yl]-phenyl}-N-ethyl-propionamide). Reaction SMILES: [CH2:1]([O:3][C:4]1[CH:9]=[CH:8][C:7]([CH:10]2[CH2:15][CH2:14][NH:13][CH2:12][CH2:11]2)=[CH:6][CH:5]=1)[CH3:2].Br[C:17]1[CH:22]=[CH:21][C:20]([CH:23]([CH3:29])[C:24]([NH:26][CH2:27][CH3:28])=[O:25])=[CH:19][CH:18]=1.C(P(C(C)(C)C)C1C=CC=CC=1C1C=CC=CC=1)(C)(C)C>O1CCOCC1>[CH2:1]([O:3][C:4]1[CH:9]=[CH:8][C:7]([CH:10]2[CH2:11][CH2:12][N:13]([C:17]3[CH:22]=[CH:21][C:20]([CH:23]([CH3:29])[C:24]([NH:26][CH2:27][CH3:28])=[O:25])=[CH:19][CH:18]=3)[CH2:14][CH2:15]2)=[CH:6][CH:5]=1)[CH3:2]. Procedure: 41 mg (0.20 mmol) 4-(4-Ethoxy-phenyl)-piperidine (XV.1) are added to a mixture of 51 mg (0.20 mmol) 2-(4-bromo-phenyl)-N-ethyl-propionamide (IV.3), 77 mg (0.80 mmol) sodium tert-butyrat, 24 mg (0.08 mmol) 2-(di-tert-butylphosphino)biphenyl and 18 mg (0.02 mmol) tris-(dibenzylidenaceton)-dipalladium(0) in 1 mL 1,4-dioxane. The mixture is stirred for 12 h at 45° C. After that time, the solvent is removed in vacuo and the residue is purified by HPLC (column: Waters XBridge 50; eluent A: water+0.1% ... Starting materials: N=1C(=NN2C1C=CC=C2)CO ([1,2,4]triazolo[1,5-a]pyridin-2-ylmethanol), C1(=CC=CC=C1)P(C1=CC=CC=C1)C1=CC=CC=C1 (triphenylphosphine), C(Br)(Br)(Br)Br (carbon tetrabromide). The solvent is ClCCl (dichloromethane). Run at time 8 hour. The product is BrCC1=NN2C(C=CC=C2)=N1 (2-(Bromomethyl)-[1,2,4]triazolo[1,5-a]pyridine). As a reaction SMILES: [N:1]1[C:2]([CH2:10]O)=[N:3][N:4]2[CH:9]=[CH:8][CH:7]=[CH:6][C:5]=12.C1(P(C2C=CC=CC=2)C2C=CC=CC=2)C=CC=CC=1.C(Br)(Br)(Br)[Br:32]>ClCCl>[Br:32][CH2:10][C:2]1[N:1]=[C:5]2[CH:6]=[CH:7][CH:8]=[CH:9][N:4]2[N:3]=1. Procedure details: To a brown suspension of [1,2,4]triazolo[1,5-a]pyridin-2-ylmethanol (870 mg, 5.83 mmol) and triphenylphosphine polymer bound (2.94 g, 8.75 mmol) in dichloromethane (18 mL) was slowly added carbon tetrabromide (2.9 g, 8.75 mmol) at 0-5° C. The ice bath was removed after 5 min and the reaction mixture was stirred at RT overnight. The solvent was evaporated, the brown residue was suspended in ethyl acetate (100 mL) and the organic phase was washed with water (3×50 mL) and brine (1×50 mL). The aqueo...